Task: describe an organic reaction: reactants, conditions, products, and yield. Dataset: the Open Reaction Database (ORD), a public repository of structured organic reaction records Reactants: [Al+3], C1CCOC1, O=C1COCC(c2cccc(F)c2)N1, [H-], [H-], [H-], [H-], [Li+]. Product: Fc1cccc(C2COCCN2)c1. RXN SMILES: [Al+3:16].[CH2:21]1[O:22][CH2:23][CH2:24][CH2:25]1.[F:1][c:2]1[cH:3][c:4]([CH:8]2[NH:9][C:10](=[O:14])[CH2:11][O:12][CH2:13]2)[cH:5][cH:6][cH:7]1.[H-:15].[H-:18].[H-:19].[H-:20].[Li+:17]>>[F:1][c:2]1[cH:3][c:4]([CH:8]2[NH:9][CH2:10][CH2:11][O:12][CH2:13]2)[cH:5][cH:6][cH:7]1. Starting materials: CC(=O)O, Cc1cccnc1C(=O)c1ccc(F)c([N+](=O)[O-])c1, [Fe]. The product is Cc1cccnc1C(=O)c1ccc(F)c(N)c1. RXN SMILES: [CH3:21][C:22](=[O:23])[OH:24].[F:1][c:2]1[cH:3][cH:4][c:5]([C:6](=[O:7])[c:8]2[n:9][cH:10][cH:11][cH:12][c:13]2[CH3:14])[cH:15][c:16]1[N+:17]([O-:18])=[O:19].[Fe:20]>>[F:1][c:2]1[cH:3][cH:4][c:5]([C:6](=[O:7])[c:8]2[n:9][cH:10][cH:11][cH:12][c:13]2[CH3:14])[cH:15][c:16]1[NH2:17]. Starting materials: C(C)C1=C(C=CC2=CC(=CC=C12)C(=O)C1=CC=2C(CCC(C2C=C1)(C)C)(C)C)S(=O)(=O)C1=C(C2=CC=C(C=C2C=C1)C(=O)C1=CC=2C(CCC(C2C=C1)(C)C)(C)C)CC (ethyl 6-[(5,6,7,8-tetrahydro-5,5,8,8-tetramethyl-2-naphthyl) carbonyl]-2-naphthylsulfone), [BH4-].[Na+] (sodium borohydride). Run in CO (methanol). Conditions: temperature 0 celsius, time 30 minute. Product: C(C)C1=C(C=CC2=CC(=CC=C12)C(O)C1=CC=2C(CCC(C2C=C1)(C)C)(C)C)S(=O)(=O)C1=C(C2=CC=C(C=C2C=C1)C(C1=CC=2C(CCC(C2C=C1)(C)C)(C)C)O)CC (ethyl 6-[(5,6,7,8-tetrahydro-5,5,8,8-tetramethyl-2-naphthyl) hydroxymethyl]-2-naphthylsulfone). RXN SMILES: [CH2:1]([C:3]1[C:12]2[C:7](=[CH:8][C:9]([C:13]([C:15]3[CH:24]=[CH:23][C:22]4[C:21]([CH3:26])([CH3:25])[CH2:20][CH2:19][C:18]([CH3:28])([CH3:27])[C:17]=4[CH:16]=3)=[O:14])=[CH:10][CH:11]=2)[CH:6]=[CH:5][C:4]=1[S:29]([C:32]1[CH:41]=[CH:40][C:39]2[C:34](=[CH:35][CH:36]=[C:37]([C:42]([C:44]3[CH:53]=[CH:52][C:51]4[C:50]([CH3:55])([CH3:54])[CH2:49][CH2:48][C:47]([CH3:57])([CH3:56])[C:46]=4[CH:45]=3)=[O:43])[CH:38]=2)[C:33]=1[CH2:58][CH3:59])(=[O:31])=[O:30])[CH3:2].[BH4-].[Na+]>CO>[CH2:1]([C:3]1[C:12]2[C:7](=[CH:8][C:9]([CH:13]([C:15]3[CH:24]=[CH:23][C:22]4[C:21]([CH3:25])([CH3:26])[CH2:20][CH2:19][C:18]([CH3:27])([CH3:28])[C:17]=4[CH:16]=3)[OH:14])=[CH:10][CH:11]=2)[CH:6]=[CH:5][C:4]=1[S:29]([C:32]1[CH:41]=[CH:40][C:39]2[C:34](=[CH:35][CH:36]=[C:37]([CH:42]([OH:43])[C:44]3[CH:53]=[CH:52][C:51]4[C:50]([CH3:55])([CH3:54])[CH2:49][CH2:48][C:47]([CH3:57])([CH3:56])[C:46]=4[CH:45]=3)[CH:38]=2)[C:33]=1[CH2:58][CH3:59])(=[O:31])=[O:30])[CH3:2] |f:1.2|. Reported procedure: To a suspension of 200 mg of ethyl 6-[(5,6,7,8-tetrahydro-5,5,8,8-tetramethyl-2-naphthyl) carbonyl]-2-naphthylsulfone, obtained in accordance with Example XIV, in 30 cm3 of methanol cooled to 0° C., there are added 100 mg of sodium borohydride. The reaction mixture is maintained under stirring for 30 minutes, then it is returned to ambient temperature. After verification by thin layer chromatography of the disappearance of the starting carbonyl product, the alcohol is evaporated under reduced pr... Reactants: ClC=1C=C(C=CC1)C1=CC=C(C=C1)C[C@H](CC(C(=O)OCC)C)NC(=O)C1=CN=C(O1)CC ((4S)-ethyl 5-(3′-chlorobiphenyl-4-yl)-4-(2-ethyloxazole-5-carboxamido)-2-methylpentanoate), [OH-].[Na+] (NaOH). Run in CO (MeOH). Reaction conditions: time 2 hour. Yields the product ClC=1C=C(C=CC1)C1=CC=C(C=C1)C[C@H](C[C@@H](C(=O)O)C)NC(=O)C1=CN=C(O1)CC ((2S,4S)-5-(3′-chlorobiphenyl-4-yl)-4-(2-ethyloxazole-5-carboxamido)-2-methylpentanoic acid). Isolated yield 17.4%. RXN SMILES: [Cl:1][C:2]1[CH:3]=[C:4]([C:8]2[CH:13]=[CH:12][C:11]([CH2:14][C@@H:15]([NH:24][C:25]([C:27]3[O:31][C:30]([CH2:32][CH3:33])=[N:29][CH:28]=3)=[O:26])[CH2:16][CH:17]([CH3:23])[C:18]([O:20]CC)=[O:19])=[CH:10][CH:9]=2)[CH:5]=[CH:6][CH:7]=1.[OH-].[Na+]>CO>[Cl:1][C:2]1[CH:3]=[C:4]([C:8]2[CH:13]=[CH:12][C:11]([CH2:14][C@@H:15]([NH:24][C:25]([C:27]3[O:31][C:30]([CH2:32][CH3:33])=[N:29][CH:28]=3)=[O:26])[CH2:16][C@H:17]([CH3:23])[C:18]([OH:20])=[O:19])=[CH:10][CH:9]=2)[CH:5]=[CH:6][CH:7]=1 |f:1.2|. Reported procedure: Next, to a solution of (4S)-ethyl 5-(3′-chlorobiphenyl-4-yl)-4-(2-ethyloxazole-5-carboxamido)-2-methylpentanoate (264 mg, 0.56 mmol) in MeOH (2 mL) is added aqueous 1N NaOH (4 mL) After stirring at room temperature for 2 hours, the crude is concentrated under reduced pressure to remove MeOH and is diluted with EtOAc, the organic layer is washed with brine, dried over Na2SO4, filtered and concentrated under reduced pressure. The obtained residue is purified by RP-HPLC (SunFire C18, H2O(0.1% TFA)/...